Dataset: the Open Reaction Database (ORD), a public repository of structured organic reaction records. Task: describe an organic reaction: reactants, conditions, products, and yield Starting materials: C1CCOC1, COc1cc2ncnc(C3CCN(C(=O)Cl)CC3)c2cc1OC, CCN(C(C)C)C(C)C, Nc1ccc(-n2ccnc2)cc1. As a reaction SMILES: [CH2:45]1[O:46][CH2:47][CH2:48][CH2:49]1.[CH3:1][O:2][c:3]1[cH:4][c:5]2[c:6]([CH:15]3[CH2:16][CH2:17][N:18]([C:21](=[O:22])[Cl:23])[CH2:19][CH2:20]3)[n:7][cH:8][n:9][c:10]2[cH:11][c:12]1[O:13][CH3:14].[CH:36]([N:37]([CH2:38][CH3:39])[CH:40]([CH3:41])[CH3:42])([CH3:43])[CH3:44].[n:24]1(-[c:29]2[cH:30][cH:31][c:32]([NH2:35])[cH:33][cH:34]2)[cH:25][n:26][cH:27][cH:28]1>>[CH3:1][O:2][c:3]1[cH:4][c:5]2[c:6]([CH:15]3[CH2:16][CH2:17][N:18]([C:21](=[O:22])[NH:35][c:32]4[cH:31][cH:30][c:29](-[n:24]5[cH:25][n:26][cH:27][cH:28]5)[cH:34][cH:33]4)[CH2:19][CH2:20]3)[n:7][cH:8][n:9][c:10]2[cH:11][c:12]1[O:13][CH3:14]. The product is COc1cc2ncnc(C3CCN(C(=O)Nc4ccc(-n5ccnc5)cc4)CC3)c2cc1OC.